Dataset: the Open Reaction Database (ORD), a public repository of structured organic reaction records. Task: describe an organic reaction: reactants, conditions, products, and yield Reactants: CCOC(=O)C(Cc1ccc(OC(C)C(=O)OC(C)(C)C)cc1)OCC, ClCCl, O=C(O)C(F)(F)F, O. Yields the product CCOC(=O)C(Cc1ccc(OC(C)C(=O)O)cc1)OCC. As a reaction SMILES: [CH2:1]([CH3:2])[O:3][C:4]([CH:5]([CH2:6][c:7]1[cH:8][cH:9][c:10]([O:13][CH:14]([CH3:15])[C:16](=[O:17])[O:18][C:19]([CH3:20])([CH3:21])[CH3:22])[cH:11][cH:12]1)[O:23][CH2:24][CH3:25])=[O:26].[Cl:27][CH2:28][Cl:29].[F:30][C:31]([F:32])([F:33])[C:34]([OH:35])=[O:36].[OH2:37]>>[CH2:1]([CH3:2])[O:3][C:4]([CH:5]([CH2:6][c:7]1[cH:8][cH:9][c:10]([O:13][CH:14]([CH3:15])[C:16](=[O:17])[OH:18])[cH:11][cH:12]1)[O:23][CH2:24][CH3:25])=[O:26]. The reactants are ClC1=NC=NN2C1=C(C=C2)COCCOC (4-chloro-5-(2-methoxy-ethoxymethyl)-pyrrolo[2,1-f][1,2,4]triazine), C(=O)(O)[O-].[Na+] (NaHCO3), N1=C(C=CC=C1)CN1N=CC2=CC(=CC=C12)N (1-pyridin-2-ylmethyl-1H-indazol-5-ylamine), FC=1C=C(CN2N=CC3=CC(=CC=C23)N)C=CC1 (1-(3-fluoro-benzyl)-1H-indazol-5-ylamine), N1=C(C=CC=C1)CCl (2-picolyl chloride). Run in C(Cl)Cl (DCM), CC#N (CH3CN). Reaction conditions: time 1 hour. The product is COCCOCC=1C=CN2N=CN=C(C21)NC=2C=C1C=NN(C1=CC2)CC2=NC=CC=C2 ([5-(2-Methoxy-ethoxymethyl)-pyrrolo[2,1-f][1,2,4]triazin-4-yl]-(1-pyridin-2-ylmethyl-1H-indazol-5-yl)-amine). Yield: 11.0%. As a reaction SMILES: Cl[C:2]1[C:7]2=[C:8]([CH2:11][O:12][CH2:13][CH2:14][O:15][CH3:16])[CH:9]=[CH:10][N:6]2[N:5]=[CH:4][N:3]=1.C([O-])(O)=O.[Na+].[N:22]1[CH:27]=[CH:26][CH:25]=[CH:24][C:23]=1[CH2:28][N:29]1[C:37]2[C:32](=[CH:33][C:34]([NH2:38])=[CH:35][CH:36]=2)[CH:31]=[N:30]1.FC1C=C(C=CC=1)CN1C2C(=CC(N)=CC=2)C=N1.N1C=CC=CC=1CCl>CC#N.C(Cl)Cl>[CH3:16][O:15][CH2:14][CH2:13][O:12][CH2:11][C:8]1[CH:9]=[CH:10][N:6]2[C:7]=1[C:2]([NH:38][C:34]1[CH:33]=[C:32]3[C:37](=[CH:36][CH:35]=1)[N:29]([CH2:28][C:23]1[CH:24]=[CH:25][CH:26]=[CH:27][N:22]=1)[N:30]=[CH:31]3)=[N:3][CH:4]=[N:5]2 |f:1.2|. Procedure: A suspension of 4-chloro-5-(2-methoxy-ethoxymethyl)-pyrrolo[2,1-f][1,2,4]triazine (24 mg, 0.099 mmole), NaHCO3 (42 mg, 5 equiv) and 1-pyridin-2-ylmethyl-1H-indazol-5-ylamine (22 mg, 1 equiv, prepared in the same manner as 1-(3-fluoro-benzyl)-1H-indazol-5-ylamine but using 2-picolyl chloride) in dry CH3CN (1 mL) was left stirring at RT for 1 hr. The reaction was diluted with DCM, washed with water and dried (Na2SO4). Removal of the solvent followed by radial chromatography (1 mm silica gel plate,...